Task: describe an organic reaction: reactants, conditions, products, and yield. Dataset: the Open Reaction Database (ORD), a public repository of structured organic reaction records Starting materials: C(C)(C)OC1=CN=CC(=N1)C=1C=C2C(=CNC2=CC1)C1=NN=C(O1)N1CCC(CC1)NC(OC(C)(C)C)=O (tert-butyl (1-(5-(5-(6-isopropoxypyrazin-2-yl)-1H-indol-3-yl)-1,3,4-oxadiazol-2-yl)piperidin-4-yl)carbamate), Cl (HCl). Solvent: CO (MeOH), CO (MeOH). Run at time 4 hour. The product is C(C)(C)OC1=CN=CC(=N1)C=1C=C2C(=CNC2=CC1)C1=NN=C(O1)N1CCC(CC1)N (1-(5-(5-(6-isopropoxypyrazin-2-yl)-1H-indol-3-yl)-1,3,4-oxadiazol-2-yl)piperidin-4-amine). The yield is 31.8%. RXN SMILES: [CH:1]([O:4][C:5]1[N:10]=[C:9]([C:11]2[CH:12]=[C:13]3[C:17](=[CH:18][CH:19]=2)[NH:16][CH:15]=[C:14]3[C:20]2[O:24][C:23]([N:25]3[CH2:30][CH2:29][CH:28]([NH:31]C(=O)OC(C)(C)C)[CH2:27][CH2:26]3)=[N:22][N:21]=2)[CH:8]=[N:7][CH:6]=1)([CH3:3])[CH3:2].Cl>CO>[CH:1]([O:4][C:5]1[N:10]=[C:9]([C:11]2[CH:12]=[C:13]3[C:17](=[CH:18][CH:19]=2)[NH:16][CH:15]=[C:14]3[C:20]2[O:24][C:23]([N:25]3[CH2:26][CH2:27][CH:28]([NH2:31])[CH2:29][CH2:30]3)=[N:22][N:21]=2)[CH:8]=[N:7][CH:6]=1)([CH3:3])[CH3:2]. Procedure details: To a solution of tert-butyl (1-(5-(5-(6-isopropoxypyrazin-2-yl)-1H-indol-3-yl)-1,3,4-oxadiazol-2-yl)piperidin-4-yl)carbamate (80 mg, 0.15 mmol) in MeOH (1 mL) was added HCl in MeOH (2 mL) and the reaction was stirred for 4 h at RT. The suspension was filtered and the filtrate was washed with Et2O and basified with saturated NaHCO3 solution. The mixture was extracted in EtOAc (2×3 mL). The combined organic layer were dried over anhydrous Na2SO4, filtered and concentrated. The residue was triturat... The reactants are FC(C(=O)O)(F)F (Trifluoroacetic acid), C(#N)C=1C=C(C=CC1OC(C)C)C1=NC(=NO1)C=1C=CC=C2C(=CN(C12)C)CCC(=O)OC(C)(C)C (1,1-Dimethylethyl 3-[7-(5-{3-cyano-4-[(1-methylethyl)oxy]phenyl}-1,2,4-oxadiazol-3-yl)-1-methyl-1H-indol-3-yl]propanoate). Run in ClCCl (dichloromethane). Reaction conditions: time 45 minute. Product: C(#N)C=1C=C(C=CC1OC(C)C)C1=NC(=NO1)C=1C=CC=C2C(=CN(C12)C)CCC(=O)O (3-[7-(5-{3-Cyano-4-[(1-methylethyl)oxy]phenyl}-1,2,4-oxadiazol-3-yl)-1-methyl-1H-indol-3-yl]propanoic acid). Isolated yield 75.4%. RXN SMILES: FC(F)(F)C(O)=O.[C:8]([C:10]1[CH:11]=[C:12]([C:20]2[O:24][N:23]=[C:22]([C:25]3[CH:26]=[CH:27][CH:28]=[C:29]4[C:33]=3[N:32]([CH3:34])[CH:31]=[C:30]4[CH2:35][CH2:36][C:37]([O:39]C(C)(C)C)=[O:38])[N:21]=2)[CH:13]=[CH:14][C:15]=1[O:16][CH:17]([CH3:19])[CH3:18])#[N:9]>ClCCl>[C:8]([C:10]1[CH:11]=[C:12]([C:20]2[O:24][N:23]=[C:22]([C:25]3[CH:26]=[CH:27][CH:28]=[C:29]4[C:33]=3[N:32]([CH3:34])[CH:31]=[C:30]4[CH2:35][CH2:36][C:37]([OH:39])=[O:38])[N:21]=2)[CH:13]=[CH:14][C:15]=1[O:16][CH:17]([CH3:19])[CH3:18])#[N:9]. Procedure details: Trifluoroacetic acid (0.475 mL) was added to a solution of 1,1-dimethylethyl 3-[7-(5-{3-cyano-4-[(1-methylethyl)oxy]phenyl}-1,2,4-oxadiazol-3-yl)-1-methyl-1H-indol-3-yl]propanoate (D10) (60 mg) in dichloromethane (1 mL) at RT. The resulting solution was stirred for 45 min. The reaction mixture was concentrated. The residue was recrystallized from ether/hexane to afford 3-[7-(5-{3-cyano-4-[(1-methylethyl)oxy]phenyl}-1,2,4-oxadiazol-3-yl)-1-methyl-1H-indol-3-yl]propanoic acid (E4) (40 mg) as a pal... The reactants are C(CCC)N1N=C(CNC1=O)C1=CC=C(C=C1)Cl (2-n-Butyl-6-(4-chlorophenyl)-4,5-dihydro-1,2,4-triazin-3-one), C(#N)C1=C(C(=O)C(=C(C1=O)Cl)Cl)C#N (DDQ). Solvent: C(C)(=O)OCC (ethyl acetate). Reaction conditions: time 3 hour. Product: C(CCC)N1N=C(C(NC1=O)OC)C1=CC=C(C=C1)Cl (2-n-butyl-5-methoxy-6-(4-chlorophenyl)-4,5-dihydro-1,2,4-triazin-3-one). Reaction SMILES: [CH2:1]([N:5]1[C:10](=[O:11])[NH:9][CH2:8][C:7]([C:12]2[CH:17]=[CH:16][C:15]([Cl:18])=[CH:14][CH:13]=2)=[N:6]1)[CH2:2][CH2:3][CH3:4].C(C1C(=O)C(Cl)=C(Cl)[C:23](=[O:24])C=1C#N)#N>C(OCC)(=O)C>[CH2:1]([N:5]1[C:10](=[O:11])[NH:9][CH:8]([O:24][CH3:23])[C:7]([C:12]2[CH:13]=[CH:14][C:15]([Cl:18])=[CH:16][CH:17]=2)=[N:6]1)[CH2:2][CH2:3][CH3:4]. Procedure: 2-n-Butyl-6-(4-chlorophenyl)-4,5-dihydro-1,2,4-triazin-3-one (2.16 g, 8.13 mmol), and DDQ (1.94 g, 8.5 mmol in 80 mL of ethyl acetate were stirred at room temperature overnight, then refluxed for 3 hours. The reaction mixture was cooled, washed twice with aqueous potassium carbonate solution, washed with brine, dried over magnesium sulfate and stripped. The product was dissolved in 15 mL of ethyl acetate and 15 mL of methanol. Alumina (7 g) was added, and the slurry was stirred for 3 hours at ro... The reactants are BrC=1C=CC(=C(C(=O)OC)C1)C (Methyl 5-bromo-2-methylbenzoate), [OH-].[Na+] (sodium hydroxide), Cl (hydrochloric acid). Run in CO (methanol), O (water). Run at temperature 50 celsius, time 40 minute. Product: BrC=1C=CC(=C(C(=O)O)C1)C (5-bromo-2-methylbenzoic acid). Reaction SMILES: [Br:1][C:2]1[CH:3]=[CH:4][C:5]([CH3:12])=[C:6]([CH:11]=1)[C:7]([O:9]C)=[O:8].[OH-].[Na+].Cl>CO.O>[Br:1][C:2]1[CH:3]=[CH:4][C:5]([CH3:12])=[C:6]([CH:11]=1)[C:7]([OH:9])=[O:8] |f:1.2|. Reported procedure: Methyl 5-bromo-2-methylbenzoate (see Japanese Unexamined Patent Publication No. 9-263549) (16.12 g) was dissolved in methanol (100 ml), and thereto was added 10% aqueous sodium hydroxide solution (50 ml). The mixture was stirred at 50° C. for 40 minutes. Under ice-cooling, the mixture was adjusted to pH 1 by addition of 10% aqueous hydrochloric acid solution, and diluted with water. Precipitated powder was collected by filtration, and dried to give 5-bromo-2-methylbenzoic acid (14.1 g). ESI-Mass... Isolated yield 89.1%. Solvent: C(C)(=O)O (acetic acid). Reaction SMILES: [CH3:1][N:2]1[C:6]([O:7][CH:8]([F:10])[F:9])=[C:5]([Cl:11])[C:4]([C:12]2[CH:17]=[C:16]([N+:18]([O-])=O)[C:15]([Cl:21])=[CH:14][C:13]=2[F:22])=[N:3]1.O.C(OCC)(=O)C>C(O)(=O)C.[Fe]>[CH3:1][N:2]1[C:6]([O:7][CH:8]([F:10])[F:9])=[C:5]([Cl:11])[C:4]([C:12]2[CH:17]=[C:16]([NH2:18])[C:15]([Cl:21])=[CH:14][C:13]=2[F:22])=[N:3]1. Procedure: A stirred solution of 14.9 grams (0.042 mole) of 1-methyl-5-difluoromethoxy-4-chloro-3-(2-fluoro-4-chloro-5-nitrophenyl)pyrazole and 20 mL of water in 200 mL of acetic acid was warmed to 50° C., and 10.0 grams (0.179 mole) of iron powder was added portionwise. Upon completion of addition the reaction mixture was allowed to cool to ambient temperature. The reaction mixture was then poured into about 400 mL of a mixture of 1:1 ethyl acetate and water. The mixture was filtered through diatomaceous ... Reactants: CN1N=C(C(=C1OC(F)F)Cl)C1=C(C=C(C(=C1)[N+](=O)[O-])Cl)F (1-methyl-5-difluoromethoxy-4-chloro-3-(2-fluoro-4-chloro-5-nitrophenyl)pyrazole), O (water), mixture, C(C)(=O)OCC (ethyl acetate), O (water). Reagents/catalysts: [Fe] (iron). Product: CN1N=C(C(=C1OC(F)F)Cl)C1=C(C=C(C(=C1)N)Cl)F (1-methyl-5-difluoromethoxy-4-chloro-3-(2-fluoro-4-chloro-5-aminophenyl)pyrazole). The reactants are ClC(Cl)(Cl)Cl, Cc1ccc2c(c1)C(C)C(=S)N2, O=C1CCC(=O)N1Cl. Yields the product Cc1ccc2c(c1)C(C)(Cl)C(=S)N2. RXN SMILES: [C:21]([Cl:22])([Cl:23])([Cl:24])[Cl:25].[CH3:1][c:2]1[cH:3][c:4]2[c:8]([cH:9][cH:10]1)[NH:7][C:6](=[S:11])[CH:5]2[CH3:12].[Cl:13][N:14]1[C:15](=[O:16])[CH2:17][CH2:18][C:19]1=[O:20]>>[CH3:1][c:2]1[cH:3][c:4]2[c:8]([cH:9][cH:10]1)[NH:7][C:6](=[S:11])[C:5]2([CH3:12])[Cl:13]. Starting materials: O=C1C(N2C(=O)c3ccccc3C2=O)N=C(C2CCCCC2)c2ccccc2N1Cc1ccccn1, NN, C1CCOC1, O. The product is NC1N=C(C2CCCCC2)c2ccccc2N(Cc2ccccn2)C1=O. RXN SMILES: [CH:1]1([C:7]2=[N:8][CH:9]([N:26]3[C:27](=[O:28])[c:29]4[cH:30][cH:31][cH:32][cH:33][c:34]4[C:35]3=[O:36])[C:10](=[O:25])[N:11]([CH2:18][c:19]3[n:20][cH:21][cH:22][cH:23][cH:24]3)[c:12]3[c:13]2[cH:14][cH:15][cH:16][cH:17]3)[CH2:2][CH2:3][CH2:4][CH2:5][CH2:6]1.[NH2:38][NH2:39].[O:40]1[CH2:41][CH2:42][CH2:43][CH2:44]1.[OH2:37]>>[CH:1]1([C:7]2=[N:8][CH:9]([NH2:26])[C:10](=[O:25])[N:11]([CH2:18][c:19]3[n:20][cH:21][cH:22][cH:23][cH:24]3)[c:12]3[c:13]2[cH:14][cH:15][cH:16][cH:17]3)[CH2:2][CH2:3][CH2:4][CH2:5][CH2:6]1.